Dataset: the Open Reaction Database (ORD), a public repository of structured organic reaction records. Task: describe an organic reaction: reactants, conditions, products, and yield The reactants are O=S(c1ccccc1)c1c(Cl)n(Cc2ccccc2)c2ccccc12, CN(C)C=O, Cl, [H-], NCCS, [Na+], O. Yields the product Cl, NCCSc1c(S(=O)c2ccccc2)c2ccccc2n1Cc1ccccc1. As a reaction SMILES: [CH2:8]([c:9]1[cH:10][cH:11][cH:12][cH:13][cH:14]1)[n:15]1[c:16]([Cl:32])[c:17]([S:24](=[O:25])[c:26]2[cH:27][cH:28][cH:29][cH:30][cH:31]2)[c:18]2[cH:19][cH:20][cH:21][cH:22][c:23]12.[CH3:33][N:34]([CH3:35])[CH:36]=[O:37].[ClH:1].[H-:6].[NH2:2][CH2:3][CH2:4][SH:5].[Na+:7].[OH2:38]>>[ClH:32].[NH2:2][CH2:3][CH2:4][S:5][c:16]1[n:15]([CH2:8][c:9]2[cH:10][cH:11][cH:12][cH:13][cH:14]2)[c:23]2[c:18]([c:17]1[S:24](=[O:25])[c:26]1[cH:27][cH:28][cH:29][cH:30][cH:31]1)[cH:19][cH:20][cH:21][cH:22]2. The reactants are C(OC=1C2=C(N=CN1)SC(=C2)CCNC(=O)OC(C)(C)C)(OC(C)(C)C)=O (6-(2-[[(tert-butoxy)carbonyl]amino]ethyl)thieno[2,3-d]pyrimidin-4-yl tert-butyl carbonate), [NH4+].[OH-] (NH4OH). Solvent: CO (methanol). Run at time 2 hour. The product is OC=1C2=C(N=CN1)SC(=C2)CCNC(OC(C)(C)C)=O (tert-butyl N-(2-[4-hydroxythieno[2,3-d]pyrimidin-6-yl]ethyl)carbamate). Yield: 90.8%. RXN SMILES: C(=O)(OC(C)(C)C)[O:2][C:3]1[C:4]2[CH:11]=[C:10]([CH2:12][CH2:13][NH:14][C:15]([O:17][C:18]([CH3:21])([CH3:20])[CH3:19])=[O:16])[S:9][C:5]=2[N:6]=[CH:7][N:8]=1.[NH4+].[OH-]>CO>[OH:2][C:3]1[C:4]2[CH:11]=[C:10]([CH2:12][CH2:13][NH:14][C:15](=[O:16])[O:17][C:18]([CH3:20])([CH3:19])[CH3:21])[S:9][C:5]=2[N:6]=[CH:7][N:8]=1 |f:1.2|. Reported procedure: To a 25-mL round-bottom flask containing a solution of 6-(2-[[(tert-butoxy)carbonyl]amino]ethyl)thieno[2,3-d]pyrimidin-4-yl tert-butyl carbonate (370 mg, 0.94 mmol, 1.00 equiv) in 10 mL of methanol was added NH4OH (2.1 mL) at room temperature and the resulting solution was stirred for 2 hours under N2. After completion, the resulting mixture was concentrated under vacuum and the residue was applied onto a silica gel column with ethyl acetate/petroleum ether (1:1) to afford 252 mg (91%) of the de...